From a dataset of the Open Reaction Database (ORD), a public repository of structured organic reaction records. describe an organic reaction: reactants, conditions, products, and yield Starting materials: FC1=C(C=CC(=C1)[N+](=O)[O-])N1C(CCC1)=O (1-(2-fluoro-4-nitro-phenyl)-pyrrolidin-2-one). Reagents/catalysts: [Pd] (Pd/C). The solvent is CO.C1CCOC1 (MeOH THF). Yields the product NC1=CC(=C(C=C1)N1C(CCC1)=O)F (1-(4-Amino-2-fluoro-phenyl)-pyrrolidin-2-one). As a reaction SMILES: [F:1][C:2]1[CH:7]=[C:6]([N+:8]([O-])=O)[CH:5]=[CH:4][C:3]=1[N:11]1[CH2:15][CH2:14][CH2:13][C:12]1=[O:16]>CO.C1COCC1.[Pd]>[NH2:8][C:6]1[CH:5]=[CH:4][C:3]([N:11]2[CH2:15][CH2:14][CH2:13][C:12]2=[O:16])=[C:2]([F:1])[CH:7]=1 |f:1.2|. Procedure details: 650 mg (2.9 mmol) of 1-(2-fluoro-4-nitro-phenyl)-pyrrolidin-2-one (Example 14b) and 65 mg of Pd/C 10% are shacked in 15 ml of MeOH/THF (1:1) under 1.1 bar of H2 for 2 h at rt. After completion of the reaction, the catalyst is filtered-off and the filtrate is evaporated in vacuo to give the title compound as an off-white solid. ES-MS: 195 (M+H)+; analytical HPLC: tret=1.91 minutes (Grad 1). Product: [O-2].[Zn+2] (zinc oxide), C(C)C(C(=O)[O-])CCCC.[Zn+2].C(C)C(C(=O)[O-])CCCC (zinc 2-ethylhexanoate). Reactants: C(C)C(C(=O)[O-])CCCC.[Zn+2].C(C)C(C(=O)[O-])CCCC (zinc 2-ethylhexanoate), C=1(C(=CC=CC1)C)C (xylene). RXN SMILES: [CH2:1]([CH:3]([CH2:7][CH2:8][CH2:9][CH3:10])[C:4]([O-:6])=[O:5])[CH3:2].[Zn+2:11].[CH2:12]([CH:14]([CH2:18][CH2:19][CH2:20][CH3:21])[C:15]([O-:17])=[O:16])[CH3:13].C1(C)C(C)=CC=CC=1>C(OCCCC)(=O)C>[O-2:5].[Zn+2:11].[CH2:12]([CH:14]([CH2:18][CH2:19][CH2:20][CH3:21])[C:15]([O-:17])=[O:16])[CH3:13].[Zn+2:11].[CH2:1]([CH:3]([CH2:7][CH2:8][CH2:9][CH3:10])[C:4]([O-:6])=[O:5])[CH3:2] |f:0.1.2,5.6,7.8.9|. Solvent: C(C)(=O)OCCCC (butyl acetate). Procedure details: A liquid zinc oxide precursor solution was prepared by mixing zinc 2-ethylhexanoate into a 50/50 (v/v) solvent mixture of xylene and butyl acetate to provide a zinc 2-ethylhexanoate concentration of about 0.1 mol/L. Bismuth 2-ethylhexanoate was added to this mixture under a desiccated atmosphere having less than about 40% humidity in a quantity sufficient to produce bismuth concentrations of 0, 0.5, 1, and 5 mole percent bismuth 2-ethylhexanoate. These bismuth concentrations were determined as t... Reactants: BrC1=C2C=CC=C(C2=CC=C1)CC(=O)NC1=CC(=C(C=C1)OC)N1CCN(CC1)C (5-bromo-N-[4-methoxy-3-(4-methylpiperazin-1-yl)phenyl]naphth-1-ylacetamide), N1=CC(=CC=C1)B(O)O (3-pyridylboronic acid), Example 4. Product: COC1=C(C=C(C=C1)NC(CC1=CC=CC2=C(C=CC=C12)C=1C=NC=CC1)=O)N1CCN(CC1)C (N-[4-Methoxy-3-(4-methylpiperazin-1-yl)phenyl]-5-(pyridin-3-yl)naphth-1-ylacetamide). Reaction SMILES: Br[C:2]1[CH:11]=[CH:10][CH:9]=[C:8]2[C:3]=1[CH:4]=[CH:5][CH:6]=[C:7]2[CH2:12][C:13]([NH:15][C:16]1[CH:21]=[CH:20][C:19]([O:22][CH3:23])=[C:18]([N:24]2[CH2:29][CH2:28][N:27]([CH3:30])[CH2:26][CH2:25]2)[CH:17]=1)=[O:14].[N:31]1[CH:36]=[CH:35][CH:34]=[C:33](B(O)O)[CH:32]=1>>[CH3:23][O:22][C:19]1[CH:20]=[CH:21][C:16]([NH:15][C:13](=[O:14])[CH2:12][C:7]2[C:8]3[C:3](=[C:2]([C:33]4[CH:32]=[N:31][CH:36]=[CH:35][CH:34]=4)[CH:11]=[CH:10][CH:9]=3)[CH:4]=[CH:5][CH:6]=2)=[CH:17][C:18]=1[N:24]1[CH2:25][CH2:26][N:27]([CH3:30])[CH2:28][CH2:29]1. Procedure details: The title compound was prepared from 5-bromo-N-[4-methoxy-3-(4-methylpiperazin-1-yl)phenyl]naphth-1-ylacetamide (E20) and 3-pyridylboronic acid using a similar procedure to Example 4 (13%).